describe an organic reaction: reactants, conditions, products, and yield From a dataset of the Open Reaction Database (ORD), a public repository of structured organic reaction records. Reactants: CC1=C(C=C2CCN3C2=NC=2C=CC(=CC2C3=O)C(=O)O)C=CC=C1 (3-(2-methyl-benzylidene)-1,2,3,9-tetrahydro-9-oxo-pyrrolo[2,1-b]quinazoline-7-carboxylic acid), C(C)I (ethyl iodide), C(=O)([O-])[O-].[K+].[K+] (K2CO3). Solvent: CN(C=O)C (dimethylformamide). Run at time 16 hour. The product is CC1=C(C=C2CCN3C2=NC=2C=CC(=CC2C3=O)C(=O)OCC)C=CC=C1 (3-(2-methyl-benzylidene)-1,2,3,9-tetrahydro-9-oxo-pyrrolo[2,1-b]quinazoline-7-carboxylic acid, ethyl ester). The yield is 83.0%. Reaction SMILES: [CH3:1][C:2]1[CH:25]=[CH:24][CH:23]=[CH:22][C:3]=1[CH:4]=[C:5]1[C:9]2=[N:10][C:11]3[CH:12]=[CH:13][C:14]([C:19]([OH:21])=[O:20])=[CH:15][C:16]=3[C:17](=[O:18])[N:8]2[CH2:7][CH2:6]1.[CH2:26](I)[CH3:27].C([O-])([O-])=O.[K+].[K+]>CN(C)C=O>[CH3:1][C:2]1[CH:25]=[CH:24][CH:23]=[CH:22][C:3]=1[CH:4]=[C:5]1[C:9]2=[N:10][C:11]3[CH:12]=[CH:13][C:14]([C:19]([O:21][CH2:26][CH3:27])=[O:20])=[CH:15][C:16]=3[C:17](=[O:18])[N:8]2[CH2:7][CH2:6]1 |f:2.3.4|. Reported procedure: 3-(2-methyl-benzylidene)-1,2,3,9-tetrahydro-9-oxo-pyrrolo[2,1-b]quinazoline-7-carboxylic acid (1 g) was reacted with ethyl iodide (0.93 g) and anhydrous K2CO3 (0.83 g) in dimethylformamide (10 ml) under stirring at room temperature for 16 hours. After dilution with ice water the precipitate was filtered and washed with water until neutral: crystallization from chloroform-ethanol gave 0.9 g of 3-(2-methyl-benzylidene)-1,2,3,9-tetrahydro-9-oxo-pyrrolo[2,1-b]quinazoline-7-carboxylic acid, ethyl est... Starting materials: N1(CCCCCC1)CCN1CCC(CC1)NC(=O)C=1NC2=CC=CC(=C2C1)Br (4-Bromo-1H-indole-2-carboxylic acid [1-(2-azepan-1-yl-ethyl)-piperidin-4-yl]-amide), N1=C2C(=NO1)C=C(C=C2)B(O)O (benzo[1,2,5]oxadiazol-5-yl-boronic acid). The product is N1(CCCCCC1)CCN1CCC(CC1)NC(=O)C=1NC2=CC=CC(=C2C1)C=1C=CC=2C(=NON2)C1 (4-Benzo[1,2,5]oxadiazol-5-yl-1H-indole-2-carboxylic acid [1-(2-azepan-1-yl-ethyl)-piperidin-4-yl]-amide). RXN SMILES: [N:1]1([CH2:8][CH2:9][N:10]2[CH2:15][CH2:14][CH:13]([NH:16][C:17]([C:19]3[NH:20][C:21]4[C:26]([CH:27]=3)=[C:25](Br)[CH:24]=[CH:23][CH:22]=4)=[O:18])[CH2:12][CH2:11]2)[CH2:7][CH2:6][CH2:5][CH2:4][CH2:3][CH2:2]1.[N:29]1[O:33][N:32]=[C:31]2[CH:34]=[C:35](B(O)O)[CH:36]=[CH:37][C:30]=12>>[N:1]1([CH2:8][CH2:9][N:10]2[CH2:15][CH2:14][CH:13]([NH:16][C:17]([C:19]3[NH:20][C:21]4[C:26]([CH:27]=3)=[C:25]([C:35]3[CH:36]=[CH:37][C:30]5[C:31]([CH:34]=3)=[N:32][O:33][N:29]=5)[CH:24]=[CH:23][CH:22]=4)=[O:18])[CH2:12][CH2:11]2)[CH2:7][CH2:6][CH2:5][CH2:4][CH2:3][CH2:2]1. Procedure details: This compound is synthesized from compound 194 (see example 156) and benzo[1,2,5]oxadiazol-5-yl-boronic acid analogously to the method described in Example 156. Starting materials: CCOC(=O)C1OC1C(=O)O, CCOC(C)=O, C(=NC1CCCCC1)=NC1CCCCC1, NC(c1ccccc1)c1ccccc1, O=C1CCC(=O)N1O. The product is CCOC(=O)C1OC1C(=O)NC(c1ccccc1)c1ccccc1. Reaction SMILES: [CH2:1]([CH3:2])[O:3][C:4](=[O:5])[CH:6]1[CH:7]([C:9](=[O:10])[OH:11])[O:8]1.[CH3:49][CH2:50][O:51][C:52](=[O:53])[CH3:54].[CH:20]1([N:21]=[C:22]=[N:23][CH:24]2[CH2:25][CH2:26][CH2:27][CH2:28][CH2:29]2)[CH2:30][CH2:31][CH2:32][CH2:33][CH2:34]1.[NH2:35][CH:36]([c:37]1[cH:38][cH:39][cH:40][cH:41][cH:42]1)[c:43]1[cH:44][cH:45][cH:46][cH:47][cH:48]1.[OH:12][N:13]1[C:14](=[O:15])[CH2:16][CH2:17][C:18]1=[O:19]>>[CH2:1]([CH3:2])[O:3][C:4](=[O:5])[CH:6]1[CH:7]([C:9](=[O:11])[NH:35][CH:36]([c:37]2[cH:38][cH:39][cH:40][cH:41][cH:42]2)[c:43]2[cH:44][cH:45][cH:46][cH:47][cH:48]2)[O:8]1. The reactants are Cl (hydrochloric acid), CC1=CN=NC=2CC(CC(C12)=O)C1=CSC=C1 (4-methyl-7-(thiophen-3-yl)-5,6,7,8-tetrahydrocinnolin-5-one), C(=N)(N)NN.Cl (aminoguanidine hydrochloride). Run in C(C)O (ethanol). Yields the product Cl.N(C(=N)N)N=C1C=2C(=CN=NC2CC(C1)C1=CSC=C1)C (5-guanidinoimino-4-methyl-7-(thiophen-3-yl)-5,6,7,8-tetrahydrocinnoline hydrochloride). Isolated yield 96.7%. Reaction SMILES: [CH3:1][C:2]1[C:11]2[C:10](=O)[CH2:9][CH:8]([C:13]3[CH:17]=[CH:16][S:15][CH:14]=3)[CH2:7][C:6]=2[N:5]=[N:4][CH:3]=1.[C:18]([NH:21][NH2:22])([NH2:20])=[NH:19].[ClH:23].Cl>C(O)C>[ClH:23].[NH:21]([N:22]=[C:10]1[CH2:9][CH:8]([C:13]2[CH:17]=[CH:16][S:15][CH:14]=2)[CH2:7][C:6]2[N:5]=[N:4][CH:3]=[C:2]([CH3:1])[C:11]1=2)[C:18]([NH2:20])=[NH:19] |f:1.2,5.6|. Reported procedure: To a mixture of 4-methyl-7-(thiophen-3-yl)-5,6,7,8-tetrahydrocinnolin-5-one (0.195 g) and aminoguanidine hydrochloride (94 mg) were added ethanol (5 ml) and concentrated hydrochloric acid (0.1 ml), and the mixture was refluxed for 1.5 hours and cooled. Precipitated crystals were filtered, washed with ethanol and dried to give 5-guanidinoimino-4-methyl-7-(thiophen-3-yl)-5,6,7,8-tetrahydrocinnoline hydrochloride (Compound 130) (0.26 g) as colorless crystals. Starting materials: 42.3, C12(CC3CC(CC(C1)C3)C2)SCCN (2-(1-adamantylthio)ethylamine), C[O-].[Na+] (sodium methoxide), BrC(C(=O)O)C(C)(C)C (2-bromo-2-tert-butyl acetic acid). The solvent is C(C)(C)(C)O (tert-butanol). Yields the product C(C)(C)(C)C(NCCSC12CC3CC(CC(C1)C3)C2)C(=O)O (2-tert-butyl-N-[2-(1 -adamantylthio)ethyl-]glycine). RXN SMILES: [C:1]12([S:11][CH2:12][CH2:13][NH2:14])[CH2:10][CH:5]3[CH2:6][CH:7]([CH2:9][CH:3]([CH2:4]3)[CH2:2]1)[CH2:8]2.C[O-].[Na+].Br[CH:19]([C:23]([CH3:26])([CH3:25])[CH3:24])[C:20]([OH:22])=[O:21]>C(O)(C)(C)C>[C:23]([CH:19]([C:20]([OH:22])=[O:21])[NH:14][CH2:13][CH2:12][S:11][C:1]12[CH2:10][CH:5]3[CH2:6][CH:7]([CH2:9][CH:3]([CH2:4]3)[CH2:2]1)[CH2:8]2)([CH3:26])([CH3:25])[CH3:24] |f:1.2|. Reported procedure: A mixture of 42.3 parts of 2-(1-adamantylthio)ethylamine, 10.8 parts of sodium methoxide, 39.0 parts of 2-bromo-2-tert-butyl acetic acid and 315 parts of tert-butanol is refluxed, under a nitrogen atmosphere, for 5 hours. The product is recovered in the manner described in Example 5 to yield 2-tert-butyl-N-[2-(1 -adamantylthio)ethyl-]glycine, melting at about 220°-230°.